Dataset: the Open Reaction Database (ORD), a public repository of structured organic reaction records. Task: describe an organic reaction: reactants, conditions, products, and yield The reactants are CCO, [Cl-], ClCCl, Cl, O=C(Cc1ccccc1F)C1CCN(Cc2ncc[nH]c2=O)CC1, NO, [NH4+], [Na+], [Na+], O=C([O-])[O-], O. Yields the product O=c1[nH]ccnc1CN1CCC(C(Cc2ccccc2F)=NO)CC1. Reaction SMILES: [CH3:36][CH2:37][OH:38].[Cl-:34].[Cl:39][CH2:40][Cl:41].[ClH:25].[F:1][c:2]1[c:3]([CH2:8][C:9](=[O:10])[CH:11]2[CH2:12][CH2:13][N:14]([CH2:17][c:18]3[c:19](=[O:24])[nH:20][cH:21][cH:22][n:23]3)[CH2:15][CH2:16]2)[cH:4][cH:5][cH:6][cH:7]1.[NH2:26][OH:27].[NH4+:35].[Na+:28].[Na+:29].[O-:30][C:31](=[O:32])[O-:33].[OH2:42]>>[F:1][c:2]1[c:3]([CH2:8][C:9]([CH:11]2[CH2:12][CH2:13][N:14]([CH2:17][c:18]3[c:19](=[O:24])[nH:20][cH:21][cH:22][n:23]3)[CH2:15][CH2:16]2)=[N:26][OH:27])[cH:4][cH:5][cH:6][cH:7]1. Starting materials: CC(=O)OC(C)=O, CN(C)c1ccccn1, CCOC(=O)CC(=O)c1ccc(O)cc1, c1ccncc1. Product: CCOC(=O)CC(=O)c1ccc(OC(C)=O)cc1. RXN SMILES: [CH3:16][C:17](=[O:18])[O:19][C:20](=[O:21])[CH3:22].[CH3:23][N:24]([c:25]1[cH:26][cH:27][cH:28][cH:29][n:30]1)[CH3:31].[OH:1][c:2]1[cH:3][cH:4][c:5]([C:6](=[O:7])[CH2:8][C:9](=[O:10])[O:11][CH2:12][CH3:13])[cH:14][cH:15]1.[cH:32]1[cH:33][cH:34][n:35][cH:36][cH:37]1>>[O:1]([c:2]1[cH:3][cH:4][c:5]([C:6](=[O:7])[CH2:8][C:9](=[O:10])[O:11][CH2:12][CH3:13])[cH:14][cH:15]1)[C:17]([CH3:16])=[O:18]. Reactants: C(=S)N (thioformamide), BrC(C(=O)C1=CC(=C(C(=C1)C(C)(C)C)O)C(C)(C)C)C (4-(2-bromopropionyl)-2,6-di-tert-butylphenol), C([O-])([O-])=O.[K+].[K+] (potassium carbonate). Isolated yield 39.7%. The product is C(C)(C)(C)C=1C=C(C=C(C1O)C(C)(C)C)C=1N=CSC1C (4-(3,5-di-tert-butyl-4-hydroxyphenyl)-5-methylthiazole). Reported procedure: A mixture of 0.7 g of thioformamide, 3.4 g of 4-(2-bromopropionyl)-2,6-di-tert-butylphenol, and 15 ml of absolute ethanol was heated to 50°-60° C. for 2-3 hours. After cooling, the reaction mixture poured into a diluted aqueous solution of potassium carbonate. The precipitates thus formed were recovered by filtration and recrystallized from a mixture of cyclohexane and hexane to provide 1.2 g of 4-(3,5-di-tert-butyl-4-hydroxyphenyl)-5-methylthiazole. RXN SMILES: [CH:1]([NH2:3])=[S:2].Br[CH:5]([CH3:23])[C:6]([C:8]1[CH:13]=[C:12]([C:14]([CH3:17])([CH3:16])[CH3:15])[C:11]([OH:18])=[C:10]([C:19]([CH3:22])([CH3:21])[CH3:20])[CH:9]=1)=O.C(=O)([O-])[O-].[K+].[K+]>C(O)C>[C:19]([C:10]1[CH:9]=[C:8]([C:6]2[N:3]=[CH:1][S:2][C:5]=2[CH3:23])[CH:13]=[C:12]([C:14]([CH3:17])([CH3:16])[CH3:15])[C:11]=1[OH:18])([CH3:22])([CH3:21])[CH3:20] |f:2.3.4|. The solvent is C(C)O (ethanol). RXN SMILES: [C:1]1([P:7]([C:14]2[CH:19]=[CH:18][CH:17]=[CH:16][CH:15]=2)[C:8]2[CH:13]=[CH:12][CH:11]=[CH:10][CH:9]=2)[CH:6]=[CH:5][CH:4]=[CH:3][CH:2]=1.ClCCCl.NC1C=CC=CC=1N.C(=O)C1C(=CC=CC=1)[OH:35]>[Co].N1C=CC=CC=1>[C:14]1([P:7](=[O:35])([C:1]2[CH:2]=[CH:3][CH:4]=[CH:5][CH:6]=2)[C:8]2[CH:13]=[CH:12][CH:11]=[CH:10][CH:9]=2)[CH:15]=[CH:16][CH:17]=[CH:18][CH:19]=1. Run in N1=CC=CC=C1 (pyridine). The reagents and catalysts are [Co] (cobalt). Reported procedure: 81.7 mg. (0.164 mmol) of cobalt (saloph) pyridine nitro complex and 187 mg. (0.713 mmol) of triphenylphosphine were dissolved in 20 ml. of 1,2-dichloroethane together with 0.5 ml. of pyridine. (The saloph ligand is the tetradentate ligand [1,2-(ortho-OC6H4CH=N)2C6H4 ]2- obtained by condensation reaction of o-diaminobenzene with salicylaldehyde). The resulting solution was stirred under an oxygen atmosphere for 18 hours at 60° C. The resulting reaction product was analyzed by infrared spectroscop... Product: C1(=CC=CC=C1)P(C1=CC=CC=C1)(C1=CC=CC=C1)=O (triphenylphosphine oxide). Conditions: temperature 60 celsius, time 18 hour. The reactants are C1(=CC=CC=C1)P(C1=CC=CC=C1)C1=CC=CC=C1 (triphenylphosphine), ClCCCl (1,2-dichloroethane), NC1=C(C=CC=C1)N (o-diaminobenzene), C(C=1C(O)=CC=CC1)=O (salicylaldehyde). Starting materials: C(C)(C)(C)[Si](OCC1=CC=C(C=C1)C#CC)(C)C (tert-butyldimethyl((4-(prop-1-yn-1-yl)benzyl)oxy)silane), [H][H] (hydrogen). Reagents/catalysts: [Pd] (Pd/C). Run in C(C)(=O)OCC (ethyl acetate). Product: C(C)(C)(C)[Si](OCC1=CC=C(C=C1)CCC)(C)C (tert-butyldimethyl((4-propylbenzyl)oxy)silane). Yield: 98.0%. As a reaction SMILES: [C:1]([Si:5]([CH3:18])([CH3:17])[O:6][CH2:7][C:8]1[CH:13]=[CH:12][C:11]([C:14]#[C:15][CH3:16])=[CH:10][CH:9]=1)([CH3:4])([CH3:3])[CH3:2].[H][H]>C(OCC)(=O)C.[Pd]>[C:1]([Si:5]([CH3:18])([CH3:17])[O:6][CH2:7][C:8]1[CH:13]=[CH:12][C:11]([CH2:14][CH2:15][CH3:16])=[CH:10][CH:9]=1)([CH3:3])([CH3:4])[CH3:2]. Procedure: tert-butyldimethyl((4-(prop-1-yn-1-yl)benzyl)oxy)silane (252 mg, 0.968 mmol) was dissolved in 20 mL of ethyl acetate, and then passed through H-Cube apparatus equipped with 10% Pd/C catridge under 20 bar of hydrogen pressure at a speed of 0.5 mL/min. The solution thus passed was concentrated by distillation under reduced pressure to obtain 251 mg (0.949 mmol, 98%) of the desired compound. Starting materials: CNN=CC(C)=O (2-Oxopropanal methylhydrazone), C(CCCC)C1=CC=C(C=C1)C(C=O)=O ((4-n-pentylphenyl)(oxo)acetaldehyde). Run in C(C)(=O)O (acetic acid). Run at temperature 100 celsius, time 5 hour. The product is C(CCCC)C1=CC=C(C=C1)C1=C(C(=NN1C)C(C)=O)O (1-[5-(4-n-pentylphenyl)-1-methyl-4-hydroxy-1H-pyrazol-3-yl]ethanone). Isolated yield 10.3%. RXN SMILES: [CH3:1][NH:2][N:3]=[CH:4][C:5](=[O:7])[CH3:6].[CH2:8]([C:13]1[CH:18]=[CH:17][C:16]([C:19](=O)[CH:20]=[O:21])=[CH:15][CH:14]=1)[CH2:9][CH2:10][CH2:11][CH3:12]>C(O)(=O)C>[CH2:8]([C:13]1[CH:18]=[CH:17][C:16]([C:19]2[N:2]([CH3:1])[N:3]=[C:4]([C:5](=[O:7])[CH3:6])[C:20]=2[OH:21])=[CH:15][CH:14]=1)[CH2:9][CH2:10][CH2:11][CH3:12]. Procedure details: 2-Oxopropanal methylhydrazone (8.6 mmol, 861 mg) synthesized in Reference Synthetic Example 1 and (4-n-pentylphenyl)(oxo)acetaldehyde (8.6 mmol, 1.757 g) synthesized in Reference Synthetic Example 6 were dissolved in acetic acid (30 mL) and stirred at 100° C. for about 5 hours. Then, the solvent was evaporated, and the residue was dried by means of a vacuum pump and purified by silica gel column chromatography (n-hexane/AcOEt=2/1, and 4/1) to give the desired product as an orange solid (252.5 mg... The reactants are [H-].[Na+] (sodium hydride), C(C)/C(=C\C#C)/C=1C=C(C=CC1)O (3-((E)-1-ethylbut-1-en-3-ynyl)phenol), C(C1=CC=CC=C1)(=O)OCC1=C(C=CC(=C1)CBr)COC(C1=CC=CC=C1)=O (2-benzoyloxymethyl-5-bromomethylbenzyl benzoate). Solvent: CN(C)C=O (DMF). The product is C(C1=CC=CC=C1)(=O)OCC1=C(C=CC(=C1)COC1=CC(=CC=C1)\C(=C\C#C)\CC)COC(C1=CC=CC=C1)=O (2-Benzoyloxymethyl-5-[3-((E)-1-ethylbut-1-en-3-ynyl)phenoxymethyl]benzyl benzoate). Reaction SMILES: [CH2:1](/[C:3](/[C:7]1[CH:8]=[C:9]([OH:13])[CH:10]=[CH:11][CH:12]=1)=[CH:4]\[C:5]#[CH:6])[CH3:2].[H-].[Na+].[C:16]([O:24][CH2:25][C:26]1[CH:31]=[C:30]([CH2:32]Br)[CH:29]=[CH:28][C:27]=1[CH2:34][O:35][C:36](=[O:43])[C:37]1[CH:42]=[CH:41][CH:40]=[CH:39][CH:38]=1)(=[O:23])[C:17]1[CH:22]=[CH:21][CH:20]=[CH:19][CH:18]=1>CN(C=O)C>[C:16]([O:24][CH2:25][C:26]1[CH:31]=[C:30]([CH2:32][O:13][C:9]2[CH:10]=[CH:11][CH:12]=[C:7](/[C:3](/[CH2:1][CH3:2])=[CH:4]/[C:5]#[CH:6])[CH:8]=2)[CH:29]=[CH:28][C:27]=1[CH2:34][O:35][C:36](=[O:43])[C:37]1[CH:38]=[CH:39][CH:40]=[CH:41][CH:42]=1)(=[O:23])[C:17]1[CH:18]=[CH:19][CH:20]=[CH:21][CH:22]=1 |f:1.2|. Procedure details: 610 mg (3.5 mmol) of 3-((E)-1-ethylbut-1-en-3-ynyl)phenol are dissolved in 80 ml of DMF. 150 mg (3.7 mmol) of sodium hydride are added, and the mixture is stirred at ambient temperature. 1.5 g (6.2 mmol) of 2-benzoyloxymethyl-5-bromomethylbenzyl benzoate are then added, and the medium is stirred for 2 hours. After the usual treatment and purification by chromatography on a silica gel column, a colorless oil is obtained (m=1.66 g; Y=88%). Reactants: ClC=1C=C(CSC=2C=C(C(=NC2)OC)OC)C=CC1 (5-(3-chlorobenzylthio)-2,3-dimethoxypyridine), ClC=1C=C(CSC=2C=C(C(=NC2)OC)OC)C=CC1 (5-(3-chlorobenzylthio)-2,3-dimethoxypyridine), BrCC1=CC(=CC=C1)C(F)(F)F (1-(bromomethyl)-3-trifluoromethylbenzene). Yields the product COC1=NC=C(C=C1OC)SCC1=CC(=CC=C1)C(F)(F)F (2,3-Dimethoxy-5-{[3-(trifluoromethyl)benzyl]sulfanyl}-pyridine). Reaction SMILES: Cl[C:2]1[CH:3]=[C:4]([CH:17]=[CH:18][CH:19]=1)[CH2:5][S:6][C:7]1[CH:8]=[C:9]([O:15][CH3:16])[C:10]([O:13][CH3:14])=[N:11][CH:12]=1.BrCC1C=CC=C([C:28]([F:31])([F:30])[F:29])C=1>>[CH3:14][O:13][C:10]1[C:9]([O:15][CH3:16])=[CH:8][C:7]([S:6][CH2:5][C:4]2[CH:17]=[CH:18][CH:19]=[C:2]([C:28]([F:31])([F:30])[F:29])[CH:3]=2)=[CH:12][N:11]=1. Reported procedure: Prepared as described for 5-(3-chlorobenzylthio)-2,3-dimethoxypyridine (Intermediate 8) but using 1-(bromomethyl)-3-trifluoromethylbenzene instead of 1-(bromomethyl)-3-chlorobenzene.